Dataset: the Open Reaction Database (ORD), a public repository of structured organic reaction records. Task: describe an organic reaction: reactants, conditions, products, and yield Reactants: CC(C)(C)[O-], CN=C=S, [K+], C1CCOC1, O=C1CCCCC1c1cnc2ccccc2c1. Yields the product CNC(=S)C1(c2cnc3ccccc3c2)CCCCC1=O. Reaction SMILES: [CH3:18][C:19]([CH3:20])([O-:21])[CH3:22].[CH3:24][N:25]=[C:26]=[S:27].[K+:23].[O:28]1[CH2:29][CH2:30][CH2:31][CH2:32]1.[n:1]1[cH:2][c:3]([CH:11]2[C:12](=[O:17])[CH2:13][CH2:14][CH2:15][CH2:16]2)[cH:4][c:5]2[cH:6][cH:7][cH:8][cH:9][c:10]12>>[n:1]1[cH:2][c:3]([C:11]2([C:26]([NH:25][CH3:24])=[S:27])[C:12](=[O:17])[CH2:13][CH2:14][CH2:15][CH2:16]2)[cH:4][c:5]2[cH:6][cH:7][cH:8][cH:9][c:10]12. Reactants: NC1=C(C(=O)C2=C(C=CC=C2)Cl)C=C(C=C1)Cl (2-amino-2',5-dichlorobenzophenone), COC=1C=C(C=CC1OC)S(=O)(=O)Cl (3,4-dimethoxyphenylsulfonyl chloride). Run in N1=CC=CC=C1 (pyridine). The product is ClC1=C(C=CC=C1)C(C1=C(C=CC(=C1)Cl)NS(=O)(=O)C1=CC(=C(C=C1)OC)OC)=O (2',5-Dichloro-2-(3,4-dimethoxyphenylsulfonamido)-benzophenone). As a reaction SMILES: [NH2:1][C:2]1[CH:16]=[CH:15][C:14]([Cl:17])=[CH:13][C:3]=1[C:4]([C:6]1[CH:11]=[CH:10][CH:9]=[CH:8][C:7]=1[Cl:12])=[O:5].[CH3:18][O:19][C:20]1[CH:21]=[C:22]([S:28](Cl)(=[O:30])=[O:29])[CH:23]=[CH:24][C:25]=1[O:26][CH3:27]>N1C=CC=CC=1>[Cl:12][C:7]1[CH:8]=[CH:9][CH:10]=[CH:11][C:6]=1[C:4](=[O:5])[C:3]1[CH:13]=[C:14]([Cl:17])[CH:15]=[CH:16][C:2]=1[NH:1][S:28]([C:22]1[CH:23]=[CH:24][C:25]([O:26][CH3:27])=[C:20]([O:19][CH3:18])[CH:21]=1)(=[O:30])=[O:29]. Procedure: 5.6 g of 2-amino-2',5-dichlorobenzophenone and 5 g of 3,4-dimethoxyphenylsulfonyl chloride are heated in pyridine overnight at 100° C. The pyridine is evaporated off to dryness, water and ethyl acetate containing a small amount of DCM are added and the mixture is extracted. After washing several times with water and drying over sodium sulfate, the extract is evaporated under vacuum and 7.7 g of the expected product are recrystallized from a DCM/AcOEt mixture. Starting materials: CC(CNC(=O)OCc1ccc([N+](=O)[O-])cc1)SC(=S)SC1C(C(CO[SiH](C)C)C(C)(C)C)C(=O)N1C(O)C(=O)OCc1ccc([N+](=O)[O-])cc1, CCOC(C)=O, C1CCOC1, O=S(Cl)Cl, c1ccc(P(c2ccccc2)c2ccccc2)cc1, Cc1cccc(C)n1. Yields the product CC(CNC(=O)OCc1ccc([N+](=O)[O-])cc1)SC(=S)SC1C(C(CO[SiH](C)C)C(C)(C)C)C(=O)N1C(C(=O)OCc1ccc([N+](=O)[O-])cc1)=P(c1ccccc1)(c1ccccc1)c1ccccc1. As a reaction SMILES: [C:1]([CH3:2])([CH3:3])([CH3:4])[CH:5]([CH2:6][O:7][SiH:8]([CH3:9])[CH3:10])[CH:11]1[C:12](=[O:51])[N:13]([CH:36]([C:37](=[O:38])[O:39][CH2:40][c:41]2[cH:42][cH:43][c:44]([N+:47](=[O:48])[O-:49])[cH:45][cH:46]2)[OH:50])[CH:14]1[S:15][C:16](=[S:17])[S:18][CH:19]([CH2:20][NH:21][C:22](=[O:23])[O:24][CH2:25][c:26]1[cH:27][cH:28][c:29]([N+:32](=[O:33])[O-:34])[cH:30][cH:31]1)[CH3:35].[CH3:88][CH2:89][O:90][C:91](=[O:92])[CH3:93].[O:83]1[CH2:84][CH2:85][CH2:86][CH2:87]1.[S:60]([Cl:61])([Cl:62])=[O:63].[c:64]1([P:70]([c:71]2[cH:72][cH:73][cH:74][cH:75][cH:76]2)[c:77]2[cH:78][cH:79][cH:80][cH:81][cH:82]2)[cH:65][cH:66][cH:67][cH:68][cH:69]1.[n:52]1[c:53]([CH3:54])[cH:55][cH:56][cH:57][c:58]1[CH3:59]>>[C:1]([CH3:2])([CH3:3])([CH3:4])[CH:5]([CH2:6][O:7][SiH:8]([CH3:9])[CH3:10])[CH:11]1[C:12](=[O:51])[N:13]([C:36]([C:37](=[O:38])[O:39][CH2:40][c:41]2[cH:42][cH:43][c:44]([N+:47](=[O:48])[O-:49])[cH:45][cH:46]2)=[P:70]([c:64]2[cH:65][cH:66][cH:67][cH:68][cH:69]2)([c:71]2[cH:72][cH:73][cH:74][cH:75][cH:76]2)[c:77]2[cH:78][cH:79][cH:80][cH:81][cH:82]2)[CH:14]1[S:15][C:16](=[S:17])[S:18][CH:19]([CH2:20][NH:21][C:22](=[O:23])[O:24][CH2:25][c:26]1[cH:27][cH:28][c:29]([N+:32](=[O:33])[O-:34])[cH:30][cH:31]1)[CH3:35]. Starting materials: BrCCCCCCCCCCCCCCBr (1,14-dibromotetradecane), C(CC)N(CCC)CCC (tripropylamine). Product: [Br-].[Br-].C(CC)[N+](CCCCCCCCCCCCCC[N+](CCC)(CCC)CCC)(CCC)CCC (N,N,N,N',N',N'-hexapropyl-1,14-tetradecanediaminium dibromide). RXN SMILES: [Br:1][CH2:2][CH2:3][CH2:4][CH2:5][CH2:6][CH2:7][CH2:8][CH2:9][CH2:10][CH2:11][CH2:12][CH2:13][CH2:14][CH2:15]Br.[CH2:17]([N:20]([CH2:24][CH2:25][CH3:26])[CH2:21][CH2:22][CH3:23])[CH2:18][CH3:19]>>[Br-:1].[Br-:1].[CH2:17]([N+:20]([CH2:24][CH2:25][CH3:26])([CH2:21][CH2:22][CH3:23])[CH2:2][CH2:3][CH2:4][CH2:5][CH2:6][CH2:7][CH2:8][CH2:9][CH2:10][CH2:11][CH2:12][CH2:13][CH2:14][CH2:15][N+:20]([CH2:24][CH2:25][CH3:26])([CH2:21][CH2:22][CH3:23])[CH2:17][CH2:18][CH3:19])[CH2:18][CH3:19] |f:2.3.4|. Procedure details: 3.56 g (10 mM) of -1,14-dibromotetradecane are added to 20 ml tripropylamine and held at 80/90° C. over night. The excess tertiary amine is evaporated under vacuum, and a minimal amount of ethanol is added to redissolve the derivative which is reprecipitated with ether. The derivative defined in the title is obtained by recrystallization in a isopropanol/iisopropylic ether mixture, M.P.=170° C. The reactants are ClC1=C(C(=O)O)C=CC(=C1)I (2-chloro-4-iodobenzoic acid), N(N)C(N)=S (hydrazinecarbothioamide), O=P(Cl)(Cl)Cl (POCl3). Solvent: C(=O)(O)[O-].[Na+] (NaHCO3). Run at temperature 78 celsius, time 18 hour. Product: ClC1=C(C=CC(=C1)I)C1=NN=C(S1)N (5-(2-Chloro-4-iodophenyl)-1,3,4-thiadiazol-2-amine). Yield: 85.8%. As a reaction SMILES: [Cl:1][C:2]1[CH:10]=[C:9]([I:11])[CH:8]=[CH:7][C:3]=1[C:4](O)=O.[NH:12]([C:14](=[S:16])[NH2:15])[NH2:13].O=P(Cl)(Cl)Cl>C([O-])(O)=O.[Na+]>[Cl:1][C:2]1[CH:10]=[C:9]([I:11])[CH:8]=[CH:7][C:3]=1[C:4]1[S:16][C:14]([NH2:15])=[N:12][N:13]=1 |f:3.4|. Procedure details: A stirred mixture of 2-chloro-4-iodobenzoic acid (2 g, 7.08 mmol) and hydrazinecarbothioamide (0.968 g, 10.62 mmol) was cooled under nitrogen in an ice bath. POCl3 (1.98 mL, 21.24 mmol) was added drop-wise and the reaction mixture was heated at 78° C. for 3 hours. The reaction mixture was cooled in an ice bath before quenching by addition of ice water (50 mL). The resulting solid/cake was sonicated for 1 hour to give a free stirring suspension. This material was left to slurry at room temperatur... Starting materials: CC1=CC(=CC2=C1N=C(N2)CCC)C(=O)O (7-methyl-2-propyl-3H-benzoimidazole-5-carboxylic acid), N[C@@H](CC(=O)NOCC1=CC=CC=C1)CC1=CC=CC=C1 ((R)-3-amino-N-benzyloxy-4-phenylbutyramide), C=1C=CC2=C(C1)N=NN2O (HOBt), C(CCl)Cl (EDC). Solvent: CN(C)C=O (DMF), C(C)N(CC)CC (triethylamine), C(Cl)Cl (DCM). Reaction conditions: time 8 hour. The product is C(C1=CC=CC=C1)[C@H](CC(NOCC1=CC=CC=C1)=O)NC(=O)C1=CC2=C(N=C(N2)CCC)C(=C1)C (7-Methyl-2-propyl-3H-benzoimidazole-5-carboxylic acid ((R)-1-benzyl-2-benzyloxycarbamoylethyl)amide). Yield: 41.2%. RXN SMILES: [CH3:1][C:2]1[C:7]2[N:8]=[C:9]([CH2:11][CH2:12][CH3:13])[NH:10][C:6]=2[CH:5]=[C:4]([C:14]([OH:16])=O)[CH:3]=1.[NH2:17][C@H:18]([CH2:31][C:32]1[CH:37]=[CH:36][CH:35]=[CH:34][CH:33]=1)[CH2:19][C:20]([NH:22][O:23][CH2:24][C:25]1[CH:30]=[CH:29][CH:28]=[CH:27][CH:26]=1)=[O:21].C1C=CC2N(O)N=NC=2C=1.C(Cl)CCl>CN(C=O)C.C(Cl)Cl.C(N(CC)CC)C>[CH2:31]([C@@H:18]([NH:17][C:14]([C:4]1[CH:3]=[C:2]([CH3:1])[C:7]2[N:8]=[C:9]([CH2:11][CH2:12][CH3:13])[NH:10][C:6]=2[CH:5]=1)=[O:16])[CH2:19][C:20](=[O:21])[NH:22][O:23][CH2:24][C:25]1[CH:30]=[CH:29][CH:28]=[CH:27][CH:26]=1)[C:32]1[CH:33]=[CH:34][CH:35]=[CH:36][CH:37]=1. Procedure details: To a solution of 7-methyl-2-propyl-3H-benzoimidazole-5-carboxylic acid (164 mg, 752 μmol) and (R)-3-amino-N-benzyloxy-4-phenylbutyramide (TFA salt: 300 mg, 754 μmol) in DMF (10 mL) containing triethylamine (210 μL), was added HOBt (151 μg, 755 μmol) and EDC (151 mg, 788 μmol). The mixture was stirred at room temperature overnight and concentrated in vacuo, yielding a pale brown residue. The residue was dissolved in DCM (100 mL) and washed sequentially with 1M H3PO4, a saturated NaHCO3 solution, ... The reactants are C(C)(=O)O (acetic acid), C(C)C1(CCC2=CC=C(C=C12)O)CC(=O)O (2-(1-Ethyl-6-hydroxy-2,3-dihydro-1H-inden-1-yl)acetic acid), C(Cl)Cl.CO (DCM MeOH), C[Si](C)(C)C=[N+]=[N-] ((trimethylsilyl)diazomethane), solution. The solvent is C(C)OCC (diethyl ether). Reaction conditions: time 15 minute. Yields the product C(C)C1(CCC2=CC=C(C=C12)O)CC(=O)OC (Methyl 2-(1-ethyl-6-hydroxy-2,3-dihydro-1H-inden-1-yl)acetate). The yield is 89.0%. As a reaction SMILES: [CH2:1]([C:3]1([CH2:13][C:14]([OH:16])=[O:15])[C:11]2[C:6](=[CH:7][CH:8]=[C:9]([OH:12])[CH:10]=2)[CH2:5][CH2:4]1)[CH3:2].[CH2:17](Cl)Cl.CO.C[Si](C=[N+]=[N-])(C)C.C(O)(=O)C>C(OCC)C>[CH2:1]([C:3]1([CH2:13][C:14]([O:16][CH3:17])=[O:15])[C:11]2[C:6](=[CH:7][CH:8]=[C:9]([OH:12])[CH:10]=2)[CH2:5][CH2:4]1)[CH3:2] |f:1.2|. Reported procedure: A 25 mL conical flask was charged with 42.3 (0.11 g, 0.50 mmol) and 10:1 DCM/MeOH (5 mL). To the orange solution was added (trimethylsilyl)diazomethane (2.0 M solution in diethyl ether, commercially available from Aldrich) (0.30 mL, 0.60 mmol) dropwise (vigorous gas evolution). The resulting solution was stirred for 15 minutes at room temperature, quenched with acetic acid (0.029 mL, 0.50 mmol), and concentrated. The residue was purified by silica gel flash chromatography (0-30% EtOAc/hexanes) t... The reactants are BrC1=CN=C2N1C=CC(=N2)C(C)(OC)OC (3-Bromo-7-(1,1-dimethoxyethyl)imidazo[1,2-α]pyrimidine), FC1=C(C=C(C=C1)B1OC(C(O1)(C)C)(C)C)C=1C(=CC=CC1)C#N (2′-fluoro-5′-(4,4,5,5-tetramethyl-[1,3,2]dioxaborolan-2-yl)biphenyl-2-carbonitrile). The product is COC(C)(OC)C1=NC=2N(C=C1)C(=CN2)C=2C=CC(=C(C2)C=2C(=CC=CC2)C#N)F (5′-[7-(1,1-dimethoxyethyl)imidazo[1,2-α]pyrimidin-3-yl]-2′-fluorobiphenyl-2-carbonitrile). Yield: 100.2%. RXN SMILES: Br[C:2]1[N:6]2[CH:7]=[CH:8][C:9]([C:11]([O:15][CH3:16])([O:13][CH3:14])[CH3:12])=[N:10][C:5]2=[N:4][CH:3]=1.[F:17][C:18]1[CH:23]=[CH:22][C:21](B2OC(C)(C)C(C)(C)O2)=[CH:20][C:19]=1[C:33]1[C:34]([C:39]#[N:40])=[CH:35][CH:36]=[CH:37][CH:38]=1>>[CH3:14][O:13][C:11]([C:9]1[CH:8]=[CH:7][N:6]2[C:2]([C:21]3[CH:22]=[CH:23][C:18]([F:17])=[C:19]([C:33]4[C:34]([C:39]#[N:40])=[CH:35][CH:36]=[CH:37][CH:38]=4)[CH:20]=3)=[CH:3][N:4]=[C:5]2[N:10]=1)([O:15][CH3:16])[CH3:12]. Procedure details: 3-Bromo-7-(1,1-dimethoxyethyl)imidazo[1,2-α]pyrimidine (860 mg, 3 mmol) was coupled with 2′-fluoro-5′-(4,4,5,5-tetramethyl-[1,3,2]dioxaborolan-2-yl)biphenyl-2-carbonitrile (1.45 g, 4.5 mmol) as described in Example 1 to give crude 5′-[7-(1,1-dimethoxyethyl)imidazo[1,2-α]pyrimidin-3-yl]-2′-fluorobiphenyl-2-carbonitrile (1.21 g).